Dataset: the Open Reaction Database (ORD), a public repository of structured organic reaction records. Task: describe an organic reaction: reactants, conditions, products, and yield The reactants are N (Ammonia), ClC1=NC=C(C(=N1)NCC=1C=NN(C1)C)C(=O)O (2-chloro-4-((1-methyl-1H-pyrazol-4-yl)methylamino)pyrimidine-5-carboxylic acid), C=1C=CC2=C(C1)N=NN2O (HOBt), C(CCl)Cl (EDC). The solvent is CN(C)C=O (DMF). Run at time 30 minute. The product is N1(N=NC2=C1C=CC=C2)OC2=NC=C(C(=N2)NCC=2C=NN(C2)C)C(=O)N (2-(1H-benzo[d][1,2,3]triazol-1-yloxy)-4-((1-methyl-1H-pyrazol-4-yl)methylamino)pyrimidine-5-carboxamide). The yield is 76.1%. RXN SMILES: Cl[C:2]1[N:7]=[C:6]([NH:8][CH2:9][C:10]2[CH:11]=[N:12][N:13]([CH3:15])[CH:14]=2)[C:5]([C:16]([OH:18])=O)=[CH:4][N:3]=1.[CH:19]1[CH:20]=[CH:21][C:22]2[N:27]([OH:28])[N:26]=[N:25][C:23]=2[CH:24]=1.C(Cl)CCl.[NH3:33]>CN(C=O)C>[N:27]1([O:28][C:2]2[N:7]=[C:6]([NH:8][CH2:9][C:10]3[CH:11]=[N:12][N:13]([CH3:15])[CH:14]=3)[C:5]([C:16]([NH2:33])=[O:18])=[CH:4][N:3]=2)[C:22]2[CH:21]=[CH:20][CH:19]=[CH:24][C:23]=2[N:25]=[N:26]1. Reported procedure: To a solution of 2-chloro-4-((1-methyl-1H-pyrazol-4-yl)methylamino)pyrimidine-5-carboxylic acid (1 g, 3.74 mmol) and HOBt*H2O (858 mg, 5.61 mmol) in DMF (10 mL), EDC (1.08 g, 5.61 mmol) was added. The mixture was stirred at room temperature for 30 min. Ammonia (0.5 M in dioxane, 15 mL, and 7.5 mmol) was added. It was stirred at room temperature overnight. Dioxane was removed under vacuum, the residue was added water to induce precipitation and the resulting solids were isolated by filtration to ... Reactants: C(C)(C)C1=CC(=C(C(=O)O)C=C1C1=NN=C(N1)CCOC)C (4-Isopropyl-5-(5-(2-methoxyethyl)-4H-1,2,4-triazol-3-yl)-2-methylbenzoic acid), IC=1C(=CC(=C(C(=O)OC)C1)C)C(C)C (methyl 5-iodo-4-isopropyl-2-methylbenzoate), C(C)C1=C(C(=O)OC)C=C(C(=C1)CC)I (methyl 2,4-diethyl-5-iodobenzoate), C(C)C1=C(C(=O)OC)C=C(C(=C1)CC)I (methyl 2,4-diethyl-5-iodobenzoate). The product is C(C)C1=C(C(=O)O)C=C(C(=C1)CC)C1=NN=C(N1)CCOC (2,4-Diethyl-5-(5-(2-methoxyethyl)-4H-1,2,4-triazol-3-yl)benzoic acid). Reaction SMILES: [CH:1]([C:4]1[C:12]([C:13]2[NH:17][C:16]([CH2:18][CH2:19][O:20][CH3:21])=[N:15][N:14]=2)=[CH:11][C:7]([C:8]([OH:10])=[O:9])=[C:6]([CH3:22])[CH:5]=1)([CH3:3])C.[CH2:23](C1C=C(CC)C(I)=CC=1C(OC)=O)C.IC1C(C(C)C)=CC(C)=C(C=1)C(OC)=O>>[CH2:22]([C:6]1[CH:5]=[C:4]([CH2:1][CH3:3])[C:12]([C:13]2[NH:17][C:16]([CH2:18][CH2:19][O:20][CH3:21])=[N:15][N:14]=2)=[CH:11][C:7]=1[C:8]([OH:10])=[O:9])[CH3:23]. Procedure: The title compound was prepared using standard chemical manipulations and procedures similar to those used for the preparation of compound 198.6), but using methyl 2,4-diethyl-5-iodobenzoate (compound 204.3) instead compound 198.2 as the starting material. The reactants are C(C)OC(CP(=O)(OCC)OCC)=O (Ethyl(diethoxyphosphinyl)acetate), P(Cl)(Cl)(Cl)(Cl)Cl (phosphorus pentachloride), C(C)OC(CP(=O)(Cl)OCC)=O (ethyl(ethoxychlorophosphinyl)acetate). Solvent: C1=CC=CC=C1 (benzene). Yields the product C(C)OC(CP(=O)OCCCl)=O (Ethyl(Chloroethoxyphosphinyl)acetate). As a reaction SMILES: [CH2:1]([O:3][C:4](=[O:14])[CH2:5][P:6](OCC)([O:8][CH2:9][CH3:10])=[O:7])[CH3:2].P(Cl)(Cl)(Cl)(Cl)[Cl:16].C(OC(=O)CP(OCC)(Cl)=O)C>C1C=CC=CC=1>[CH2:1]([O:3][C:4](=[O:14])[CH2:5][PH:6]([O:8][CH2:9][CH2:10][Cl:16])=[O:7])[CH3:2]. Procedure details: Ethyl(diethoxyphosphinyl)acetate (11.2 gm., 0.05 mol.) and phosphorus pentachloride (10.5 gm., 0.05 mol.) are dissolved in 200 ml. of benzene and refluxed overnight. The solvent is removed in vacuo, leaving yellow, oily, ethyl(ethoxychlorophosphinyl)acetate as residue (11.5 gm.). The reactants are N#CCBr, CC#N, [K+], [K+], O=C([O-])[O-], c1cn(CCN2CCNCC2)cn1. The product is N#CCN1CCN(CCn2ccnc2)CC1. RXN SMILES: [Br:14][CH2:15][C:16]#[N:17].[CH3:24][C:25]#[N:26].[K+:18].[K+:19].[O-:20][C:21]([O-:22])=[O:23].[n:1]1([CH2:6][CH2:7][N:8]2[CH2:9][CH2:10][NH:11][CH2:12][CH2:13]2)[cH:2][n:3][cH:4][cH:5]1>>[n:1]1([CH2:6][CH2:7][N:8]2[CH2:9][CH2:10][N:11]([CH2:15][C:16]#[N:17])[CH2:12][CH2:13]2)[cH:2][n:3][cH:4][cH:5]1.